This data is from the Open Reaction Database (ORD), a public repository of structured organic reaction records. The task is: describe an organic reaction: reactants, conditions, products, and yield Reactants: C1CCNC1, [Cl-], O=C(O)c1cn(-c2ccccc2)nc1-c1ccc([N+](=O)[O-])o1, C1COCCO1. The product is O=C(c1cn(-c2ccccc2)nc1-c1ccc([N+](=O)[O-])o1)N1CCCC1. RXN SMILES: [CH2:1]1[CH2:2][CH2:3][NH:4][CH2:5]1.[Cl-:6].[N+:7](=[O:8])([O-:9])[c:10]1[cH:11][cH:12][c:13](-[c:15]2[n:16][n:17](-[c:23]3[cH:24][cH:25][cH:26][cH:27][cH:28]3)[cH:18][c:19]2[C:20](=[O:21])[OH:22])[o:14]1.[O:29]1[CH2:30][CH2:31][O:32][CH2:33][CH2:34]1>>[CH2:1]1[CH2:2][CH2:3][N:4]([C:20]([c:19]2[c:15](-[c:13]3[cH:12][cH:11][c:10]([N+:7](=[O:8])[O-:9])[o:14]3)[n:16][n:17](-[c:23]3[cH:24][cH:25][cH:26][cH:27][cH:28]3)[cH:18]2)=[O:21])[CH2:5]1. Reactants: CN, CO, COC(=O)C(Cl)(CCC(F)(F)C(F)(F)F)S(=O)(=O)CCC(F)(F)F. The product is CNC(=O)C(Cl)(CCC(F)(F)C(F)(F)F)S(=O)(=O)CCC(F)(F)F. RXN SMILES: [CH3:25][NH2:26].[CH3:27][OH:28].[Cl:1][C:2]([C:3](=[O:4])[O:5][CH3:6])([CH2:7][CH2:8][C:9]([C:10]([F:11])([F:12])[F:13])([F:14])[F:15])[S:16](=[O:17])(=[O:18])[CH2:19][CH2:20][C:21]([F:22])([F:23])[F:24]>>[Cl:1][C:2]([C:3](=[O:4])[NH:26][CH3:25])([CH2:7][CH2:8][C:9]([C:10]([F:11])([F:12])[F:13])([F:14])[F:15])[S:16](=[O:17])(=[O:18])[CH2:19][CH2:20][C:21]([F:22])([F:23])[F:24]. The product is NC1CCC(CNc2nc(NC(Cc3ccccc3)c3ccccc3)ncc2[N+](=O)[O-])CC1. Starting materials: CC(C)(C)OC(=O)NC1CCC(CNc2nc(NC(Cc3ccccc3)c3ccccc3)ncc2[N+](=O)[O-])CC1, Cl, C1COCCO1. Reaction SMILES: [C:1]([O:2][C:3](=[O:4])[NH:7][CH:8]1[CH2:9][CH2:10][CH:11]([CH2:14][NH:15][c:16]2[n:17][c:18]([NH:25][CH:26]([CH2:27][c:28]3[cH:29][cH:30][cH:31][cH:32][cH:33]3)[c:34]3[cH:35][cH:36][cH:37][cH:38][cH:39]3)[n:19][cH:20][c:21]2[N+:22](=[O:23])[O-:24])[CH2:12][CH2:13]1)([CH3:5])([CH3:6])[CH3:40].[ClH:41].[O:42]1[CH2:43][CH2:44][O:45][CH2:46][CH2:47]1>>[NH2:7][CH:8]1[CH2:9][CH2:10][CH:11]([CH2:14][NH:15][c:16]2[n:17][c:18]([NH:25][CH:26]([CH2:27][c:28]3[cH:29][cH:30][cH:31][cH:32][cH:33]3)[c:34]3[cH:35][cH:36][cH:37][cH:38][cH:39]3)[n:19][cH:20][c:21]2[N+:22](=[O:23])[O-:24])[CH2:12][CH2:13]1. Reactants: CCOC(C)OCc1ccccc1Br, CCOC(=O)C(=O)[O-], CCBr, C1CCOC1, [Mg], O. Product: CCOC(=O)C(=O)c1ccccc1COC(C)OCC. As a reaction SMILES: [Br:1][c:2]1[c:3]([CH2:8][O:9][CH:10]([CH3:11])[O:12][CH2:13][CH3:14])[cH:4][cH:5][cH:6][cH:7]1.[C:19]([C:20](=[O:21])[O-:22])(=[O:23])[O:24][CH2:25][CH3:26].[CH2:15]([Br:16])[CH3:17].[CH2:28]1[O:29][CH2:30][CH2:31][CH2:32]1.[Mg:18].[OH2:27]>>[c:2]1([C:20]([C:19](=[O:23])[O:24][CH2:25][CH3:26])=[O:21])[c:3]([CH2:8][O:9][CH:10]([CH3:11])[O:12][CH2:13][CH3:14])[cH:4][cH:5][cH:6][cH:7]1. The reactants are P(=O)(Cl)(Cl)Cl (phosphorus oxychloride), CCN(C(C)C)C(C)C (DIPEA), C(C1=CC=CC=C1)OC(=O)N1CCC=2C(=C(N3N=CC=C3N2)O)CC1 (10-hydroxy-5,6,8,9-tetrahydro-1,4,7,10a-tetraaza-cyclohepta[f]indene-7-carboxylic acid benzyl ester). The solvent is C1(=CC=CC=C1)C (toluene). The product is C(C1=CC=CC=C1)OC(=O)N1CCC=2C(=C(N3N=CC=C3N2)Cl)CC1 (10-Chloro-5,6,8,9-tetrahydro-1,4,7,10a-tetraaza-cyclohepta[f]indene-7-carboxylic acid benzyl ester). Reaction SMILES: [CH2:1]([O:8][C:9]([N:11]1[CH2:25][CH2:24][C:15]2=[C:16](O)[N:17]3[C:21]([N:22]=[C:14]2[CH2:13][CH2:12]1)=[CH:20][CH:19]=[N:18]3)=[O:10])[C:2]1[CH:7]=[CH:6][CH:5]=[CH:4][CH:3]=1.P(Cl)(Cl)([Cl:28])=O.CCN(C(C)C)C(C)C>C1(C)C=CC=CC=1>[CH2:1]([O:8][C:9]([N:11]1[CH2:25][CH2:24][C:15]2=[C:16]([Cl:28])[N:17]3[C:21]([N:22]=[C:14]2[CH2:13][CH2:12]1)=[CH:20][CH:19]=[N:18]3)=[O:10])[C:2]1[CH:7]=[CH:6][CH:5]=[CH:4][CH:3]=1. Procedure: To a suspension of 3.0 g (8.86 mmol) 10-hydroxy-5,6,8,9-tetrahydro-1,4,7,10a-tetraaza-cyclohepta[f]indene-7-carboxylic acid benzyl ester in 6 mL toluene was added 7 mL (74.06 mmol) of phosphorus oxychloride and 1.28 mL (7.35 mmol) of DIPEA, and the reaction was heated at reflux for 40 minutes. The mixture was cooled to room temperature and poured into ice. The aqueous phase was extracted with DCM (3×20 mL) and the combined organic layers were dried over MgSO4. After filtration and evaporation of...